describe an organic reaction: reactants, conditions, products, and yield From a dataset of the Open Reaction Database (ORD), a public repository of structured organic reaction records. Starting materials: C(C)(=O)OCC (Ethyl acetate), C(#N)CCOC(=O)C=1C=C(C=O)C=CC1 (3-(2-cyanoethoxycarbonyl)benzaldehyde), C(C1=CC=CC=C1)N1CCN(CCC1)C(CC(C)=O)=O (1-(4-benzyl[1,4]-diazepane-1-yl)butane-1,3-dion), N1CCCCC1 (piperidine). Run in C1=CC=CC=C1 (benzene). Product: C(C1=CC=CC=C1)N1CCN(CCC1)C(=O)C(=CC=1C=C(C(=O)OCCC#N)C=CC1)C(C)=O (2-cyanoethyl 3-[2-(4-benzyl-[1,4]-diazepane-1-carbonyl)-3-oxobutenyl]benzoate). Reaction SMILES: [C:1]([CH2:3][CH2:4][O:5][C:6]([C:8]1[CH:9]=[C:10]([CH:13]=[CH:14][CH:15]=1)[CH:11]=O)=[O:7])#[N:2].[CH2:16]([N:23]1[CH2:29][CH2:28][CH2:27][N:26]([C:30](=[O:35])[CH2:31][C:32](=[O:34])[CH3:33])[CH2:25][CH2:24]1)[C:17]1[CH:22]=[CH:21][CH:20]=[CH:19][CH:18]=1.N1CCCCC1.C(OCC)(=O)C>C1C=CC=CC=1>[CH2:16]([N:23]1[CH2:29][CH2:28][CH2:27][N:26]([C:30]([C:31]([C:32](=[O:34])[CH3:33])=[CH:11][C:10]2[CH:9]=[C:8]([CH:15]=[CH:14][CH:13]=2)[C:6]([O:5][CH2:4][CH2:3][C:1]#[N:2])=[O:7])=[O:35])[CH2:25][CH2:24]1)[C:17]1[CH:18]=[CH:19][CH:20]=[CH:21][CH:22]=1. Reported procedure: 1.12 g (5.00 mmol) of 3-(2-cyanoethoxycarbonyl)benzaldehyde, 1.38 g (5.03 mmol) of 1-(4-benzyl[1,4]-diazepane-1-yl)butane-1,3-dion and 0.05 ml (0.51 mmol) of piperidine were stirred in 50 ml of benzene at 105° C. overnight. Ethyl acetate was added to the reaction mixture. After drying over anhydrous sodium sulfate, the product was concentrated under reduced pressure to obtain the title compound. Reactants: CC1(NC(NC2=CC=CC=C12)=O)C1=CC=CC=C1 (4-Methyl-4-phenyl-3,4-dihydro-1H-quinazolin-2-one), ClCC1=CC=C(C=C1)OC (1-chloromethyl-4-methoxy-benzene), C(=O)([O-])[O-].[Cs+].[Cs+] (Cs2CO3), CI (CH3I). Run in CN(C)C=O (DMF), O (H2O). Conditions: temperature -20 celsius, time 1 hour. The product is COC1=CC=C(CN2C(NC(C3=CC=CC=C23)(C2=CC=CC=C2)C)=O)C=C1 (1-(4-Methoxy-benzyl)-4-methyl-4-phenyl-3,4-dihydro-1H-quinazolin-2-one). Reaction SMILES: [CH3:1][C:2]1([C:13]2[CH:18]=[CH:17][CH:16]=[CH:15][CH:14]=2)[C:11]2[C:6](=[CH:7][CH:8]=[CH:9][CH:10]=2)[NH:5][C:4](=[O:12])[NH:3]1.Cl[CH2:20][C:21]1[CH:26]=[CH:25][C:24]([O:27][CH3:28])=[CH:23][CH:22]=1.C([O-])([O-])=O.[Cs+].[Cs+].CI>CN(C=O)C.O>[CH3:28][O:27][C:24]1[CH:25]=[CH:26][C:21]([CH2:20][N:5]2[C:6]3[C:11](=[CH:10][CH:9]=[CH:8][CH:7]=3)[C:2]([CH3:1])([C:13]3[CH:18]=[CH:17][CH:16]=[CH:15][CH:14]=3)[NH:3][C:4]2=[O:12])=[CH:22][CH:23]=1 |f:2.3.4|. Reported procedure: To a solution of 4-Methyl-4-phenyl-3,4-dihydro-1H-quinazolin-2-one (0.70 g, 2.9 mmol) in DMF (10 mL) is added 1-chloromethyl-4-methoxy-benzene and Cs2CO3 (1.92 g, 5.9 mmol). After the addition the mixture is stirred at −20° C. for 1 h. Then CH3I (2.6 g, 18 mmol) is added dropwise. After the addition the mixture is heated to refluxed overnight. H2O is then added and the mixture extracted with EtOAc which is dried over Na2SO4 and concentrated. The residue is purified by chromatography on silica ge... Starting materials: O=C(OCc1ccccc1)c1ccc(OCc2ccccc2)c(O)c1, [Li+], C1CCOC1, [OH-], O, O. Product: O=C(O)c1ccc(OCc2ccccc2)c(O)c1. As a reaction SMILES: [CH2:4]([c:5]1[cH:6][cH:7][cH:8][cH:9][cH:10]1)[O:11][c:12]1[c:13]([OH:28])[cH:14][c:15]([C:16](=[O:17])[O:18][CH2:19][c:20]2[cH:21][cH:22][cH:23][cH:24][cH:25]2)[cH:26][cH:27]1.[Li+:3].[O:30]1[CH2:31][CH2:32][CH2:33][CH2:34]1.[OH-:2].[OH2:1].[OH2:29]>>[CH2:4]([c:5]1[cH:6][cH:7][cH:8][cH:9][cH:10]1)[O:11][c:12]1[c:13]([OH:28])[cH:14][c:15]([C:16](=[O:17])[OH:18])[cH:26][cH:27]1. Starting materials: CN(C)CCOc1ccc(C=O)cc1, FC(F)(F)c1nnc2ccc(N3CCNCC3)nn12. Reaction SMILES: [CH3:20][N:21]([CH2:22][CH2:23][O:24][c:25]1[cH:26][cH:27][c:28]([CH:29]=[O:30])[cH:31][cH:32]1)[CH3:33].[N:1]1([c:7]2[cH:8][cH:9][c:10]3[n:11]([n:12]2)[c:13]([C:16]([F:17])([F:18])[F:19])[n:14][n:15]3)[CH2:2][CH2:3][NH:4][CH2:5][CH2:6]1>>[N:1]1([c:7]2[cH:8][cH:9][c:10]3[n:11]([n:12]2)[c:13]([C:16]([F:17])([F:18])[F:19])[n:14][n:15]3)[CH2:2][CH2:3][N:4]([CH2:29][c:28]2[cH:27][cH:26][c:25]([O:24][CH2:23][CH2:22][N:21]([CH3:20])[CH3:33])[cH:32][cH:31]2)[CH2:5][CH2:6]1. The product is CN(C)CCOc1ccc(CN2CCN(c3ccc4nnc(C(F)(F)F)n4n3)CC2)cc1. Reactants: C1(=CC=CC=C1)CC(=O)O (phenylacetic acid), S(O)(O)(=O)=O (sulfuric acid), C(C)O (ethanol). The product is C(C)OC(CC1=CC=CC=C1)=O (phenylacetic acid ethyl ester). Reaction SMILES: [C:1]1([CH2:7][C:8]([OH:10])=[O:9])[CH:6]=[CH:5][CH:4]=[CH:3][CH:2]=1.S(=O)(=O)(O)O.[CH2:16](O)[CH3:17]>>[CH2:16]([O:9][C:8](=[O:10])[CH2:7][C:1]1[CH:6]=[CH:5][CH:4]=[CH:3][CH:2]=1)[CH3:17]. Reported procedure: A solution of phenylacetic acid (50 g, 0.36 mol) in ethanol (150 mL) is treated with catalytic amount of sulfuric acid (4 mL). The reaction mixture is refluxed for 4 h. The reaction is then concentrated in vacuo. The residue is dissolved in diethyl ether (300 mL) and washed with saturated aqueous sodium bicarbonate solution (2×50 mL) and water (1×100 mL). The organic layer dried over sodium sulfate filtered and concentrated in vacuo to give phenylacetic acid ethyl ester as a colorless oil: 1H NM... Reactants: ClC=1N=NC(=CC1)C=1SC=CC1 (3-chloro-6-(2-thienyl)pyridazine), C(=O)NN (formic acid hydrazide). The solvent is C(CCC)O (n-butyl alcohol). Product: S1C(=CC=C1)C=1C=CC=2N(N1)C=NN2 (6-(2-Thienyl)-1,2,4-triazolo[4,3-b]pyridazine). As a reaction SMILES: Cl[C:2]1[N:3]=[N:4][C:5]([C:8]2[S:9][CH:10]=[CH:11][CH:12]=2)=[CH:6][CH:7]=1.[CH:13]([NH:15][NH2:16])=O>C(O)CCC>[S:9]1[CH:10]=[CH:11][CH:12]=[C:8]1[C:5]1[CH:6]=[CH:7][C:2]2[N:3]([CH:13]=[N:15][N:16]=2)[N:4]=1. Reported procedure: A mixture of 1.0 g. of 3-chloro-6-(2-thienyl)pyridazine and 0.6 g. of formic acid hydrazide in 50 ml. of n-butyl alcohol is heated at the reflux temperature for 18 hours. The volatiles are removed and the residue is partitioned between dilute aqueous sodium hydroxide and methylene chloride. The organic layer is dried over anhydrous sodium sulfate, filtered and evaporated. The residue is recrystallized from methylene chloride:hexane to afford a tan solid. The solid is recrystallized from acetone:...